Dataset: the Open Reaction Database (ORD), a public repository of structured organic reaction records. Task: describe an organic reaction: reactants, conditions, products, and yield Starting materials: ClC=1C=C(C=CC1)CCCN(C(NC=1SC(=CN1)SCC(=O)O)=O)[C@@H]1CC[C@H](CC1)C ({2[-3-[3-(3-chloro-phenyl)-propyl]-3-(trans-4-methyl-cyclohexyl)-ureido]-thiazol-5-ylsulfanyl}-acetic acid), C(C)OC(CSC1=CN=C(S1)N)=O ((2-aminothiazol-5-ylsulfanyl)acetic acid ethyl ester), CO[C@@H]1CC[C@H](CC1)N (trans-4-methoxy-cyclohexylamine), C1(=CC=CC=C1)CCCC(=O)O (4-phenyl-butyric acid). Product: CO[C@@H]1CC[C@H](CC1)N(C(NC=1SC(=CN1)SCC(=O)O)=O)CCCCC1=CC=CC=C1 ({2-[3-(Trans-4-methoxy-cyclohexyl)-3-(4-phenyl-butyl)-ureido]-thiazol-5-ylsulfanyl}-acetic acid). Reaction SMILES: ClC1C=C([CH2:8][CH2:9][CH2:10][N:11]([C@H:25]2[CH2:30][CH2:29][C@H:28](C)[CH2:27][CH2:26]2)[C:12](=[O:24])[NH:13][C:14]2[S:15][C:16]([S:19][CH2:20][C:21]([OH:23])=[O:22])=[CH:17][N:18]=2)C=CC=1.[CH3:32][O:33][C@H]1CC[C@H](N)CC1.[C:41]1([CH2:47]CCC(O)=O)[CH:46]=[CH:45][CH:44]=[CH:43][CH:42]=1.C(OC(=O)CSC1SC(N)=NC=1)C>>[CH3:32][O:33][C@H:28]1[CH2:29][CH2:30][C@H:25]([N:11]([CH2:10][CH2:9][CH2:8][CH2:47][C:41]2[CH:46]=[CH:45][CH:44]=[CH:43][CH:42]=2)[C:12](=[O:24])[NH:13][C:14]2[S:15][C:16]([S:19][CH2:20][C:21]([OH:23])=[O:22])=[CH:17][N:18]=2)[CH2:26][CH2:27]1. Reported procedure: The compound was prepared following an analogous procedure to the one described for the synthesis of {2[-3-[3-(3-chloro-phenyl)-propyl]-3-(trans-4-methyl-cyclohexyl)-ureido]-thiazol-5-ylsulfanyl}-acetic acid using trans-4-methoxy-cyclohexylamine, 4-phenyl-butyric acid and (2-aminothiazol-5-ylsulfanyl)acetic acid ethyl ester.